From a dataset of the Open Reaction Database (ORD), a public repository of structured organic reaction records. describe an organic reaction: reactants, conditions, products, and yield Starting materials: ON\C(\C=1C=CC=C2C(=CNC12)CCC(=O)OCC)=N/[H] (Ethyl 3-{7-[(Z)-(hydroxyamino)(imino)methyl]-1H-indol-3-yl}propanoate), COC=1C=C(C(=O)O)C=CC1OC (3,4-bis(methyloxy)benzoic acid), CCN=C=NCCCN(C)C (EDCI), C=1C=CC2=C(C1)N=NN2O (HOBT), CCCC[N+](CCCC)(CCCC)CCCC.[F-] (TBAF). The solvent is O1CCCC1 (tetrahydrofuran). Reaction conditions: time 2 hour. Product: COC=1C=C(C=CC1OC)C1=NC(=NO1)C=1C=CC=C2C(=CNC12)CCC(=O)OCC (ethyl 3-(7-{5-[3,4-bis(methyloxy)phenyl]-1,2,4-oxadiazol-3-yl}-1H-indol-3-yl)propanoate). Yield: 78.0%. Reaction SMILES: [CH3:1][O:2][C:3]1[CH:4]=[C:5]([CH:9]=[CH:10][C:11]=1[O:12][CH3:13])[C:6]([OH:8])=O.CCN=C=NCCCN(C)C.C1C=CC2N(O)N=NC=2C=1.O[NH:36]/[C:37](=[N:54]\[H])/[C:38]1[CH:39]=[CH:40][CH:41]=[C:42]2[C:46]=1[NH:45][CH:44]=[C:43]2[CH2:47][CH2:48][C:49]([O:51][CH2:52][CH3:53])=[O:50].CCCC[N+](CCCC)(CCCC)CCCC.[F-]>O1CCCC1>[CH3:1][O:2][C:3]1[CH:4]=[C:5]([C:6]2[O:8][N:54]=[C:37]([C:38]3[CH:39]=[CH:40][CH:41]=[C:42]4[C:46]=3[NH:45][CH:44]=[C:43]4[CH2:47][CH2:48][C:49]([O:51][CH2:52][CH3:53])=[O:50])[N:36]=2)[CH:9]=[CH:10][C:11]=1[O:12][CH3:13] |f:4.5|. Procedure details: To a solution of 3,4-bis(methyloxy)benzoic acid (547 mg) in tetrahydrofuran (15 mL) stirred at room temp was added EDCI (767 mg) and HOBT (613 mg). The reaction mixture was stirred at room temperature for 2 h. Then ethyl 3-{7-[(Z)-(hydroxyamino)(imino)methyl]-1H-indol-3-yl}propanoate (D35) (551 mg) was added. The reaction mixture was stirred at 60° C. for 2 h, and then TBAF (2092 mg) was added. The reaction vessel was sealed and heated in Biotage Initiator using initial normal to 130° C. for 3 h... The reactants are CCOC(=O)c1sc(C)nc1NCc1ccccc1, O=C=NS(=O)(=O)Cl, ClCCl. RXN SMILES: [CH2:1]([CH3:2])[O:3][C:4](=[O:5])[c:6]1[c:7]([NH:12][CH2:13][c:14]2[cH:15][cH:16][cH:17][cH:18][cH:19]2)[n:8][c:9]([CH3:11])[s:10]1.[Cl:20][S:21](=[O:22])(=[O:23])[N:24]=[C:25]=[O:26].[Cl:27][CH2:28][Cl:29]>>[CH2:1]([CH3:2])[O:3][C:4](=[O:5])[c:6]1[c:7]([N:12]([CH2:13][c:14]2[cH:15][cH:16][cH:17][cH:18][cH:19]2)[C:25]([NH2:24])=[O:26])[n:8][c:9]([CH3:11])[s:10]1. The product is CCOC(=O)c1sc(C)nc1N(Cc1ccccc1)C(N)=O. Product: ClCC(C(C(=O)OCC)=NOC1CCCCC1)=O (ethyl 4-chloro-2-cyclohexyloxyimino-3-oxobutyrate). Reactants: C1(CCCCC1)ON=C(C(=O)OCC)C(C)=O (Ethyl 2-cyclohexyloxyimino-3-oxobutyrate), S(=O)(=O)(Cl)Cl (sulfuryl chloride). Isolated yield 58.9%. Reported procedure: Ethyl 2-cyclohexyloxyimino-3-oxobutyrate (syn isomer, 41.3 g.), acetic acid (41.3 ml.) and sulfuryl chloride (23.8 g.) were treated in a similar manner to that of Example F-(2) to give ethyl 4-chloro-2-cyclohexyloxyimino-3-oxobutyrate (syn isomer, 27.8 g.), oil. Run in C(C)(=O)O (acetic acid). RXN SMILES: [CH:1]1([O:7][N:8]=[C:9]([C:15](=[O:17])[CH3:16])[C:10]([O:12][CH2:13][CH3:14])=[O:11])[CH2:6][CH2:5][CH2:4][CH2:3][CH2:2]1.S(Cl)([Cl:21])(=O)=O>C(O)(=O)C>[Cl:21][CH2:16][C:15](=[O:17])[C:9](=[N:8][O:7][CH:1]1[CH2:2][CH2:3][CH2:4][CH2:5][CH2:6]1)[C:10]([O:12][CH2:13][CH3:14])=[O:11]. Starting materials: ClCCCl, CC(C)N=C=O, Cc1c(NC(=O)c2nccn2C)cccc1-c1ccc(C(N)=O)c2[nH]c3cc(N)ccc3c12. The product is Cc1c(NC(=O)c2nccn2C)cccc1-c1ccc(C(N)=O)c2[nH]c3cc(NC(=O)NC(C)C)ccc3c12. As a reaction SMILES: [Cl:40][CH2:41][CH2:42][Cl:43].[N:34](=[C:35]=[O:36])[CH:37]([CH3:38])[CH3:39].[NH2:1][c:2]1[cH:3][cH:4][c:5]2[c:6]3[c:7](-[c:18]4[c:19]([CH3:33])[c:20]([NH:24][C:25](=[O:26])[c:27]5[n:28]([CH3:32])[cH:29][cH:30][n:31]5)[cH:21][cH:22][cH:23]4)[cH:8][cH:9][c:10]([C:15](=[O:16])[NH2:17])[c:11]3[nH:12][c:13]2[cH:14]1>>[NH:1]([c:2]1[cH:3][cH:4][c:5]2[c:6]3[c:7](-[c:18]4[c:19]([CH3:33])[c:20]([NH:24][C:25](=[O:26])[c:27]5[n:28]([CH3:32])[cH:29][cH:30][n:31]5)[cH:21][cH:22][cH:23]4)[cH:8][cH:9][c:10]([C:15](=[O:16])[NH2:17])[c:11]3[nH:12][c:13]2[cH:14]1)[C:35]([NH:34][CH:37]([CH3:38])[CH3:39])=[O:36]. Starting materials: [Cl-], O=C(NC1Cc2ccc(O)cc2C1)c1ccc(F)cc1, O=S(=O)(O)c1ccccc1, c1ccncc1. As a reaction SMILES: [Cl-:21].[F:1][c:2]1[cH:3][cH:4][c:5]([C:6](=[O:7])[NH:8][CH:9]2[CH2:10][c:11]3[cH:12][cH:13][c:14]([OH:18])[cH:15][c:16]3[CH2:17]2)[cH:19][cH:20]1.[c:22]1([S:28](=[O:29])(=[O:30])[OH:31])[cH:23][cH:24][cH:25][cH:26][cH:27]1.[cH:32]1[cH:33][cH:34][n:35][cH:36][cH:37]1>>[F:1][c:2]1[cH:3][cH:4][c:5]([C:6](=[O:7])[NH:8][CH:9]2[CH2:10][c:11]3[cH:12][cH:13][c:14]([O:18][S:28]([c:22]4[cH:23][cH:24][cH:25][cH:26][cH:27]4)(=[O:29])=[O:30])[cH:15][c:16]3[CH2:17]2)[cH:19][cH:20]1. Product: O=C(NC1Cc2ccc(OS(=O)(=O)c3ccccc3)cc2C1)c1ccc(F)cc1. Reactants: C(CCCCCCCCCCC)CCC(=S)O (3-dodecylthiopropionic acid), C(C(=O)Cl)(=O)Cl (oxalyl chloride), C1=CC=CC=C1 (benzene), acid chloride, NCCCN1CCOCC1 (N-(3-aminopropyl)morpholine), C(C(=O)Cl)(=O)Cl (oxalyl chloride), C1=CC=CC=C1 (benzene). The solvent is O (water), CN(C(C)=O)C (N,N-dimethylacetamide), C(C)N(CC)CC (triethylamine). Reaction conditions: time 24 hour. Yields the product O1CCN(CC1)CCCNC(CCCCCCCCCCCCCC)=S (N-(3-morpholinopropyl)-3-dodecylthiopropanamide). Reaction SMILES: [CH2:1]([CH2:13][CH2:14][C:15](O)=[S:16])[CH2:2][CH2:3][CH2:4][CH2:5][CH2:6][CH2:7][CH2:8][CH2:9][CH2:10][CH2:11][CH3:12].C(Cl)(=O)C(Cl)=O.C1C=CC=CC=1.[NH2:30][CH2:31][CH2:32][CH2:33][N:34]1[CH2:39][CH2:38][O:37][CH2:36][CH2:35]1>O.CN(C)C(=O)C.C(N(CC)CC)C>[O:37]1[CH2:38][CH2:39][N:34]([CH2:33][CH2:32][CH2:31][NH:30][C:15](=[S:16])[CH2:14][CH2:13][CH2:1][CH2:2][CH2:3][CH2:4][CH2:5][CH2:6][CH2:7][CH2:8][CH2:9][CH2:10][CH2:11][CH3:12])[CH2:35][CH2:36]1. Procedure details: 8.23 Grams of 3-dodecylthiopropionic acid, 4.6 g of oxalyl chloride and 50 ml of benzene were charged in a flask equipped with a stirrer, a condenser and a calcium chloride drying tube and stirred for 24 hours at room temperature. After completion of the reaction, excess oxalyl chloride and benzene were distilled off under reduced pressure to prepare an acid chloride. The total of the resulting acid chloride was slowly added dropwise to 5.2 g of separately prepared N-(3-aminopropyl)morpholine, 3... Solvent: O (water). Yields the product NC1=NC2=NC=C(N=C2C(=N1)N)CO (2,4-diamino-6-hydroxymethylpteridine). RXN SMILES: Cl.[NH2:2][C:3]1[N:8]=[C:7]([NH2:9])[N:6]=[C:5]([NH2:10])[C:4]=1[NH2:11].[OH:12][CH:13](O)[C:14](=O)[CH3:15]>O>[NH2:9][C:7]1[N:8]=[C:3]([NH2:2])[C:4]2[C:5](=[N:10][CH:15]=[C:14]([CH2:13][OH:12])[N:11]=2)[N:6]=1 |f:0.1|. Starting materials: Cl.NC1=C(C(=NC(=N1)N)N)N (tetraaminopyrimidinehydrochloride), OC(C(C)=O)O (dihydroxyacetone). Procedure: reacting tetraaminopyrimidinehydrochloride with dihydroxyacetone in the presence of air and water and at a pH in the range of 5.5±0.2 to give 2,4-diamino-6-hydroxymethylpteridine; The reactants are COC([C@H](C)NC(=O)N1CCN(CC1)C1=CC(=NC2=CC(=CC=C12)Cl)N)=O ((2S)-2-[[[4-(2-amino-7-chloro-4-quinolinyl)-1-piperazinyl]carbonyl]amino]-propanoic acid-methyl ester), [Li+].[OH-] (LiOH), Cl (HCl). The solvent is O (H2O), C1CCOC1.O (THF H2O). Run at time 3 hour. The product is NC1=NC2=CC(=CC=C2C(=C1)N1CCN(CC1)C(=O)N[C@H](C(=O)O)C)Cl ((2S)-2-[[[4-(2-amino-7-chloro-4-quinolinyl)-1-piperazinyl]carbonyl]amino]propanoic acid). RXN SMILES: C[O:2][C:3](=[O:27])[C@@H:4]([NH:6][C:7]([N:9]1[CH2:14][CH2:13][N:12]([C:15]2[C:24]3[C:19](=[CH:20][C:21]([Cl:25])=[CH:22][CH:23]=3)[N:18]=[C:17]([NH2:26])[CH:16]=2)[CH2:11][CH2:10]1)=[O:8])[CH3:5].[Li+].[OH-].Cl>C1COCC1.O.O>[NH2:26][C:17]1[CH:16]=[C:15]([N:12]2[CH2:13][CH2:14][N:9]([C:7]([NH:6][C@@H:4]([CH3:5])[C:3]([OH:27])=[O:2])=[O:8])[CH2:10][CH2:11]2)[C:24]2[C:19](=[CH:20][C:21]([Cl:25])=[CH:22][CH:23]=2)[N:18]=1 |f:1.2,4.5|. Procedure details: A mixture of (2S)-2-[[[4-(2-amino-7-chloro-4-quinolinyl)-1-piperazinyl]carbonyl]amino]-propanoic acid-methyl ester (˜50 mg, 0.13 mmol), LiOH (100 mg) in THF-H2O (5 mL, 5:1) was stirred at rt for 3 h. The mixture was diluted with H2O, and acidified with 1.0 N HCl to pH˜5. The crude acid was obtained as a white solid by filtration.